From a dataset of the Open Reaction Database (ORD), a public repository of structured organic reaction records. describe an organic reaction: reactants, conditions, products, and yield Reactants: solid, Cl.Cl.Cl.O1C=CC=2C1=C(N=CC2)N2CCN(CC2)CCC2CCC(CC2)N (4-[2-(4-furo[2,3-c]pyridin-7-yl-piperazin-1-yl)-ethyl]-cyclohexylamine trihydrochloride), Cl.Cl.Cl.O1C=CC=2C1=C(N=CC2)N2CCN(CC2)CCC2CCC(CC2)N (4-[2-(4-furo[2,3-c]pyridin-7-yl-piperazin-1-yl)-ethyl]-cyclohexylamine trihydrochloride), O1CCC(CC1)CC(=O)O (tetrahydropyran-4-yl-acetic acid). Product: O1C=CC=2C1=C(N=CC2)N2CCN(CC2)CC[C@@H]2CC[C@H](CC2)NC(CC2CCOCC2)=O (trans-N-{4-[2-(4-Furo[2,3-c]pyridin-7-yl-piperazin-1-yl)-ethyl]-cyclohexyl}-2-(tetrahydro-pyran-4-yl)-acetamide). As a reaction SMILES: Cl.Cl.Cl.[O:4]1[C:8]2=[C:9]([N:13]3[CH2:18][CH2:17][N:16]([CH2:19][CH2:20][CH:21]4[CH2:26][CH2:25][CH:24]([NH2:27])[CH2:23][CH2:22]4)[CH2:15][CH2:14]3)[N:10]=[CH:11][CH:12]=[C:7]2[CH:6]=[CH:5]1.[O:28]1[CH2:33][CH2:32][CH:31]([CH2:34][C:35](O)=[O:36])[CH2:30][CH2:29]1>>[O:4]1[C:8]2=[C:9]([N:13]3[CH2:18][CH2:17][N:16]([CH2:19][CH2:20][C@H:21]4[CH2:26][CH2:25][C@H:24]([NH:27][C:35](=[O:36])[CH2:34][CH:31]5[CH2:32][CH2:33][O:28][CH2:29][CH2:30]5)[CH2:23][CH2:22]4)[CH2:15][CH2:14]3)[N:10]=[CH:11][CH:12]=[C:7]2[CH:6]=[CH:5]1 |f:0.1.2.3|. Procedure details: The title compound, white solid (43 mg, 47%), MS (ISP) m/z=455.4 [(M+H)+], mp 213° C., was prepared in accordance with the general method of example 6 from 4-[2-(4-furo[2,3-c]pyridin-7-yl-piperazin-1-yl)-ethyl]-cyclohexylamine trihydrochloride (intermediate C) (88 mg, 0.2 mmol) and tetrahydropyran-4-yl-acetic acid. Reactants: trimethylaminoborane, C(C)(C)NCCC1=CNC2=C3C(=CC=C12)C(CN(C3)C)C3=CC=CC=C3 (3-(isopropylaminoethyl)-8-methyl-6-phenyl-6,7,8,9-tetrahydro-1H-pyrido[4,3-g]-indole), FC(C(=O)O)(F)F (trifluoroacetic acid), O (H2O), [OH-].[Na+] (NaOH). Run in O1CCCC1 (tetrahydrofuran), O1CCCC1 (tetrahydrofuran). Yields the product C(C)(C)NCCC1CNC2=C3C(=CC=C12)C(CN(C3)C)C3=CC=CC=C3 (3-(Isopropylaminoethyl)-8-methyl-6-phenyl-2,3,6,7,8,9-hexahydro-1H-pyrido[4,3-g]indole). As a reaction SMILES: [CH:1]([NH:4][CH2:5][CH2:6][C:7]1[C:15]2[C:10](=[C:11]3[CH2:19][N:18]([CH3:20])[CH2:17][CH:16]([C:21]4[CH:26]=[CH:25][CH:24]=[CH:23][CH:22]=4)[C:12]3=[CH:13][CH:14]=2)[NH:9][CH:8]=1)([CH3:3])[CH3:2].FC(F)(F)C(O)=O.O.[OH-].[Na+]>O1CCCC1>[CH:1]([NH:4][CH2:5][CH2:6][CH:7]1[C:15]2[C:10](=[C:11]3[CH2:19][N:18]([CH3:20])[CH2:17][CH:16]([C:21]4[CH:22]=[CH:23][CH:24]=[CH:25][CH:26]=4)[C:12]3=[CH:13][CH:14]=2)[NH:9][CH2:8]1)([CH3:3])[CH3:2] |f:3.4|. Procedure details: 2.1 g (0.00604 mol) of 3-(isopropylaminoethyl)-8-methyl-6-phenyl-6,7,8,9-tetrahydro-1H-pyrido[4,3-g]-indole are dissolved in 25 ml (0.3275 mol) of trifluoroacetic acid, with stirring and in the absence of moisture, and a solution of 1.76 g (0.0241 mol) of trimethylaminoborane in 10 ml of tetrahydrofuran is then added dropwise at a temperature of 0°-+2° C. The mixture is subsequently stirred at 0° C. for 1 hour, a solution of 1.76 g (0.0241 mol) of trimethylamonoborane in 10 ml of tetrahydrofuran... Reactants: NC1=CC=C(OCC2CCN(CC2)C2=CC=NC=C2)C=C1 (4-[(4-aminophenoxy)methyl]-1-[4-pyridyl]piperidine), C(C)(=O)OC(C)=O (acetic anhydride). Run in C(C)(=O)O (acetic acid). Product: C(C)(=O)NC1=CC=C(OCC2CCN(CC2)C2=CC=NC=C2)C=C1 (4-[([4-Acetamido]phenoxy)methyl]-1-(4-pyridyl)piperidine). RXN SMILES: [NH2:1][C:2]1[CH:21]=[CH:20][C:5]([O:6][CH2:7][CH:8]2[CH2:13][CH2:12][N:11]([C:14]3[CH:19]=[CH:18][N:17]=[CH:16][CH:15]=3)[CH2:10][CH2:9]2)=[CH:4][CH:3]=1.[C:22](OC(=O)C)(=[O:24])[CH3:23]>C(O)(=O)C>[C:22]([NH:1][C:2]1[CH:3]=[CH:4][C:5]([O:6][CH2:7][CH:8]2[CH2:13][CH2:12][N:11]([C:14]3[CH:19]=[CH:18][N:17]=[CH:16][CH:15]=3)[CH2:10][CH2:9]2)=[CH:20][CH:21]=1)(=[O:24])[CH3:23]. Procedure: A solution of 4-[(4-aminophenoxy)methyl]-1-[4-pyridyl]piperidine (see Preparation 4) (0.57 g), acetic anhydride (1 ml) and acetic acid (1 ml) was heated on a steam bath for 3 hours and then evaporated. The residue was dissolved in water (2 ml) and the solution was made basic with sodium bicarbonate solution. The solid was filtered off, washed with water, dried and then chromatographed on silica gel eluting with dichloromethane/methanol (20:1). Earlier fractions contained impurity and pure produc...